Dataset: the Open Reaction Database (ORD), a public repository of structured organic reaction records. Task: describe an organic reaction: reactants, conditions, products, and yield Reactants: CN1C2CCCCC12 (7-Methyl-7-azabicyclo[4.1.0]heptane), [Cl-].[NH4+] (ammonium chloride), solid, [OH-].[Na+] (sodium hydroxide), CN (methylamine), aqueous solution. Conditions: temperature 99 celsius. Yields the product CN[C@H]1[C@@H](CCCC1)NC (trans-N,N'-dimethylcyclohexane-1,2-diamine). Isolated yield 39.0%. As a reaction SMILES: [CH3:1][N:2]1[CH:8]2[CH:3]1[CH2:4][CH2:5][CH2:6][CH2:7]2.[CH3:9][NH2:10].[Cl-].[NH4+].[OH-].[Na+]>>[CH3:9][NH:10][C@@H:8]1[CH2:7][CH2:6][CH2:5][CH2:4][C@H:3]1[NH:2][CH3:1] |f:2.3,4.5|. Reported procedure: 7-Methyl-7-azabicyclo[4.1.0]heptane (36.1 g prepared by the method detailed in Example 1), methylamine (162 ml of a 23-30% aqueous solution) and 0.5 g of ammonium chloride were heated in an oil bath at 94°14 99° C. for 21.5 hours. After cooling to 0° C. the mixture was treated with 10 g of solid sodium hydroxide and extracted four times with 100 ml portions of ether. The combined ether extracts were dried over anhydrous magnesium sulfate, the ether evaporated, and the residue distilled to yield ... The reactants are CC(C)(C)[O-].[Na+] (NaOtBu), P(C(C)(C)C)(C(C)(C)C)C(C)(C)C (P(tBu)3), N1=CC(=CC=C1)CNC1=CC(=C(C=C1)OC)OC1CCCC1 (N-(3-pyridylmethyl)-3-cyclopentyloxy-4-methoxyaniline), IC1=CC=CC=C1 (iodobenzene), solution, CCOC(=O)C (EtOAc). The reagents and catalysts are C=1C=CC(=CC1)/C=C/C(=O)/C=C/C2=CC=CC=C2.C=1C=CC(=CC1)/C=C/C(=O)/C=C/C2=CC=CC=C2.C=1C=CC(=CC1)/C=C/C(=O)/C=C/C2=CC=CC=C2.[Pd].[Pd] (Pd2 dba3). Solvent: C1(=CC=CC=C1)C (toluene), C1(=CC=CC=C1)C (toluene). Product: C1(CCCC1)OC1(CN=CC=C1OC)CN(C1=CC=CC=C1)C1=CC=CC=C1 (3-Cyclopentyloxy-4-methoxy-N-(3-pyridylmethyl)diphenylamine). RXN SMILES: [CH3:1][C:2]([O-:5])(C)[CH3:3].[Na+].P([C:16]([CH3:19])(C)C)(C(C)(C)C)C(C)(C)C.[N:20]1[CH:25]=[CH:24][CH:23]=[C:22]([CH2:26][NH:27][C:28]2[CH:33]=[CH:32][C:31](OC)=[C:30](OC3CCCC3)[CH:29]=2)[CH:21]=1.I[C:43]1[CH:48]=[CH:47][CH:46]=[CH:45][CH:44]=1.C[CH2:50][O:51]C(C)=O>C1(C)C=CC=CC=1.C1C=CC(/C=C/C(/C=C/C2C=CC=CC=2)=O)=CC=1.C1C=CC(/C=C/C(/C=C/C2C=CC=CC=2)=O)=CC=1.C1C=CC(/C=C/C(/C=C/C2C=CC=CC=2)=O)=CC=1.[Pd].[Pd]>[CH:2]1([O:5][C:22]2([CH2:26][N:27]([C:28]3[CH:29]=[CH:30][CH:31]=[CH:32][CH:33]=3)[C:43]3[CH:48]=[CH:47][CH:46]=[CH:45][CH:44]=3)[C:23]([O:51][CH3:50])=[CH:24][CH:25]=[N:20][CH2:21]2)[CH2:3][CH2:19][CH2:16][CH2:1]1 |f:0.1,7.8.9.10.11|. Procedure details: To a 100 mL oven dried, argon flushed flask was added in the following order 0.59 g (6.10 mmol) of NaOtBu, 360 mg of Pd2 dba3, 20 mL of toluene, 0.14 mL of P(tBu)3, and a 20 mL solution of 1.3 g (4.36 mmol) of N-(3-pyridylmethyl)-3-cyclopentyloxy-4-methoxyaniline in toluene. With stirring, 3.1 g (15 mmol) of iodobenzene was added dropwise and the mixture was stirred for 18 hours. The reaction mixture was diluted with EtOAc and washed twice with H2O and extracted with 3×15 mL of 3N HCl. The combi... RXN SMILES: [Na].[OH:2][C:3]1[CH:11]=[CH:10][C:6]([CH2:7][C:8]#[N:9])=[CH:5][CH:4]=1.[CH3:12][N:13]([CH3:17])[C:14](Cl)=[S:15].[OH-].[K+]>CO>[CH3:12][N:13]([CH3:17])[C:14]([O:2][C:3]1[CH:11]=[CH:10][C:6]([CH2:7][C:8]#[N:9])=[CH:5][CH:4]=1)=[S:15] |f:3.4,^1:0|. Isolated yield 49.2%. Solvent: CO (methanol). Conditions: time 2 hour. The product is CN(C(=S)OC1=CC=C(CC#N)C=C1)C (4-(N,N-Dimethylthiocarbamoyloxy)benzylcyanide). Procedure: Metallic sodium (1.15 g, 50 mg-atom) was dissolved in methanol (100 ml) and 4-hydroxybenzylcyanide (6.7 g, 50 mmol) was added. The obtained solution was concentrated and acetonitrile (2×10 ml) was evaporated from the residue. The obtained salt was dissolved in anhydrous dimethylformamide (200 ml) and about 25 ml of the solvent was removed under reduced pressure. To the obtained solution N,N-dimethylthiocarbamoyl chloride (9.9 g, 80 mmol) was added and the reaction mixture was stirred at 80°-85° ... Starting materials: CN(C(=S)Cl)C (N,N-dimethylthiocarbamoyl chloride), [Na] (sodium), OC1=CC=C(CC#N)C=C1 (4-hydroxybenzylcyanide), CN(C(=S)Cl)C (N,N-dimethylthiocarbamoyl chloride), [OH-].[K+] (KOH). The reactants are Cl, [Na+], [OH-], CCOC(=O)c1cnc2cc(OC)ccc2c1O. The product is COc1ccc2c(O)c(C(=O)O)cnc2c1. As a reaction SMILES: [ClH:19].[Na+:21].[OH-:20].[OH:1][c:2]1[c:3]([C:14](=[O:15])[O:16][CH2:17][CH3:18])[cH:4][n:5][c:6]2[cH:7][c:8]([O:12][CH3:13])[cH:9][cH:10][c:11]12>>[OH:1][c:2]1[c:3]([C:14](=[O:15])[OH:16])[cH:4][n:5][c:6]2[cH:7][c:8]([O:12][CH3:13])[cH:9][cH:10][c:11]12. Starting materials: CC(C)(C)OC(=O)CCOCCCc1ccnc(-c2nc(=O)c3ccccc3s2)c1, O=C(O)C(F)(F)F. Yields the product O=C(O)CCOCCCc1ccnc(-c2nc(=O)c3ccccc3s2)c1. Reaction SMILES: [O:1]=[c:2]1[n:3][c:4](-[c:12]2[n:13][cH:14][cH:15][c:16]([CH2:18][CH2:19][CH2:20][O:21][CH2:22][CH2:23][C:24](=[O:25])[O:26][C:27]([CH3:28])([CH3:29])[CH3:30])[cH:17]2)[s:5][c:6]2[c:7]1[cH:8][cH:9][cH:10][cH:11]2.[OH:31][C:32]([C:33]([F:34])([F:35])[F:36])=[O:37]>>[O:1]=[c:2]1[n:3][c:4](-[c:12]2[n:13][cH:14][cH:15][c:16]([CH2:18][CH2:19][CH2:20][O:21][CH2:22][CH2:23][C:24](=[O:25])[OH:26])[cH:17]2)[s:5][c:6]2[c:7]1[cH:8][cH:9][cH:10][cH:11]2. Reactants: ClCC1=C(C=CC=C1)\C(\C(=O)NC)=N/OC ((E)-2-(2-chloromethylphenyl)-2-methoxyimino-N-methylacetamide), CC1=C(C=C(C=C1)C)O (2,5-dimethylphenol), C([O-])([O-])=O.[K+].[K+] (potassium carbonate), [I-].[K+] (potassium iodide). Run in CC(=O)C (acetone), C(C)(=O)OCC (ethyl acetate). Run at time 6 hour. The product is CO\N=C(\C(=O)NC)/C1=C(C=CC=C1)COC1=C(C=CC(=C1)C)C ((E)-2-methoxyimino-2-(2-(2,5-dimethylphenoxymethyl)phenyl)-N-methylacetamide). Yield: 78.2%. As a reaction SMILES: Cl[CH2:2][C:3]1[CH:8]=[CH:7][CH:6]=[CH:5][C:4]=1/[C:9](=[N:14]\[O:15][CH3:16])/[C:10]([NH:12][CH3:13])=[O:11].[CH3:17][C:18]1[CH:23]=[CH:22][C:21]([CH3:24])=[CH:20][C:19]=1[OH:25].C(=O)([O-])[O-].[K+].[K+].[I-].[K+]>C(OCC)(=O)C.CC(C)=O>[CH3:16][O:15]/[N:14]=[C:9](\[C:4]1[CH:5]=[CH:6][CH:7]=[CH:8][C:3]=1[CH2:2][O:25][C:19]1[CH:20]=[C:21]([CH3:24])[CH:22]=[CH:23][C:18]=1[CH3:17])/[C:10]([NH:12][CH3:13])=[O:11] |f:2.3.4,5.6|. Reported procedure: A mixture of (E)-2-(2-chloromethylphenyl)-2-methoxyimino-N-methylacetamide (500 mg), 2,5-dimethylphenol (700 mg), potassium carbonate (700 mg), potassium iodide (500 mg) and acetone (5.0 ml) was heated under reflux with stirring for 6 hours. After the mixture was cooled by allowing it to stand, ethyl acetate was added to the reaction mixture. The mixture was washed successively with water and saturated brine. The organic layer was dried over anhydrous sodium sulfate. The solvent was evaporated u... Yields the product CCc1ccccc1NC(=S)Nc1cc[nH]n1. The reactants are CCOC(C)=O, CN(C)C=O, CCc1ccccc1N=C=S, Nc1cc[nH]n1. RXN SMILES: [CH3:18][CH2:19][O:20][C:21](=[O:22])[CH3:23].[CH3:24][N:25]([CH3:26])[CH:27]=[O:28].[CH3:7][CH2:8][c:9]1[c:10]([N:15]=[C:16]=[S:17])[cH:11][cH:12][cH:13][cH:14]1.[NH2:1][c:2]1[n:3][nH:4][cH:5][cH:6]1>>[NH:1]([c:2]1[n:3][nH:4][cH:5][cH:6]1)[C:16]([NH:15][c:10]1[c:9]([CH2:8][CH3:7])[cH:14][cH:13][cH:12][cH:11]1)=[S:17]. Reactants: O=C(c1ccccc1)c1ccc(CBr)cc1, CCN(CCO)c1ccccc1, C1CCOC1, [H-], [Na+]. The product is CCN(CCOCc1ccc(C(=O)c2ccccc2)cc1)c1ccccc1. As a reaction SMILES: [Br:15][CH2:16][c:17]1[cH:18][cH:19][c:20]([C:21](=[O:22])[c:23]2[cH:24][cH:25][cH:26][cH:27][cH:28]2)[cH:29][cH:30]1.[CH2:1]([CH3:2])[N:3]([c:4]1[cH:5][cH:6][cH:7][cH:8][cH:9]1)[CH2:10][CH2:11][OH:12].[CH2:31]1[O:32][CH2:33][CH2:34][CH2:35]1.[H-:14].[Na+:13]>>[CH2:1]([CH3:2])[N:3]([c:4]1[cH:5][cH:6][cH:7][cH:8][cH:9]1)[CH2:10][CH2:11][O:12][CH2:16][c:17]1[cH:18][cH:19][c:20]([C:21](=[O:22])[c:23]2[cH:24][cH:25][cH:26][cH:27][cH:28]2)[cH:29][cH:30]1.